From a dataset of the Open Reaction Database (ORD), a public repository of structured organic reaction records. describe an organic reaction: reactants, conditions, products, and yield Reactants: C[Si](C)(C)[N-][Si](C)(C)C.[K+] (KHMDS), BrC=1C=C(C=CC1)C1(CN(CC1)C(=O)OCC1=CC=CC=C1)C=O (benzyl 3-(3-bromophenyl)-3-formylpyrrolidine-1-carboxylate). Run in C1CCOC1 (THF). Conditions: time 1 hour. The product is BrC=1C=C(C=CC1)C1(CN(CC1)C(=O)OCC1=CC=CC=C1)C=C (Benzyl 3-(3-bromophenyl)-3-vinylpyrrolidine-1-carboxylate). RXN SMILES: [CH3:1][Si]([N-][Si](C)(C)C)(C)C.[K+].[Br:11][C:12]1[CH:13]=[C:14]([C:18]2([CH:33]=O)[CH2:22][CH2:21][N:20]([C:23]([O:25][CH2:26][C:27]3[CH:32]=[CH:31][CH:30]=[CH:29][CH:28]=3)=[O:24])[CH2:19]2)[CH:15]=[CH:16][CH:17]=1>C1COCC1>[Br:11][C:12]1[CH:13]=[C:14]([C:18]2([CH:33]=[CH2:1])[CH2:22][CH2:21][N:20]([C:23]([O:25][CH2:26][C:27]3[CH:32]=[CH:31][CH:30]=[CH:29][CH:28]=3)=[O:24])[CH2:19]2)[CH:15]=[CH:16][CH:17]=1 |f:0.1|. Reported procedure: KHMDS (0.5M in toluene, 6.536 mL, 3.268 mmol) was added to a suspension of Ph3PCH3Br (1.216 g, 3.404 mmol) in THF (15 mL) at rt. After 1 h, benzyl 3-(3-bromophenyl)-3-formylpyrrolidine-1-carboxylate was added at −20 and then the cold bath was removed. After 2 h, the reaction was quenched with MeOH (2 mL) and sat. aq. sodium bicarbonate was added. The mixture was extracted twice with ethyl acetate and then dried (MgSO4), filtered and concentrated. Starting materials: CCCCCC (hexane), FC(CC1(C(C=C(C=C1)N)[N+](=O)[O-])N)(F)F (1 -(2,2,2-trifluoroethyl)-2-nitro-p-phenylenediamine), ClC(=O)OCCCl (2-chloroethyl chloroformate). Run in O1CCOCC1 (dioxane). Conditions: temperature 80 celsius, time 20 minute. Product: ClCCOC(NC1=CC(=C(C=C1)CC(F)(F)F)[N+](=O)[O-])=O (2-chloroethyl-N-[4-(2,2,2-trifluoroethyl)-3-nitrophenyl]-carbamate). As a reaction SMILES: [F:1][C:2]([F:16])([F:15])[CH2:3][C:4]1(N)[CH:9]=[CH:8][C:7]([NH2:10])=[CH:6][CH:5]1[N+:11]([O-:13])=[O:12].Cl[C:18]([O:20][CH2:21][CH2:22][Cl:23])=[O:19].CCCCCC>O1CCOCC1>[Cl:23][CH2:22][CH2:21][O:20][C:18](=[O:19])[NH:10][C:7]1[CH:8]=[CH:9][C:4]([CH2:3][C:2]([F:16])([F:15])[F:1])=[C:5]([N+:11]([O-:13])=[O:12])[CH:6]=1. Reported procedure: A mixture of N1 -(2,2,2,-trifluoroethyl)-2-nitro-p-phenylene-diamine (6) (0.705 g, 3 mmol), 2-chloroethyl chloroformate (0.515 g, 3.6 mmol) and CaCo3 (0.40 g, 4 mmol) in dioxane (10 ml) was stirred at 80° C. for 20 minutes, filtered and washed with ethyl acetate. The combined filtrate was washed with water and brine, dried (Na2SO4), and evaporated to give a brown oil. Trituration with hexane gave 2-chloroethyl-N-[4-(2,2,2-trifluoroethyl)-3-nitrophenyl]-carbamate (8) as an orange solid. The unpur... Reactants: FC1=CC=2C3=C(NC2C=C1)C(=CN=C3NC3CC(C(CC3)O)F)C#N (8-fluoro-1-[(3-fluoro-4-hydroxycyclohexyl)amino]-5H-pyrido[4,3-b]indole-4-carbonitrile), OO (hydrogen peroxide), C([O-])([O-])=O.[K+].[K+] (potassium carbonate). Run in CS(=O)C (DMSO). Conditions: temperature 70 celsius. The product is FC1=CC=2C3=C(NC2C=C1)C(=CN=C3NC3CC(C(CC3)O)F)C(=O)N (8-Fluoro-1-[(3-fluoro-4-hydroxycyclohexyl)amino]-5H-pyrido[4,3-b]indole-4-carboxamide). RXN SMILES: [F:1][C:2]1[CH:10]=[CH:9][C:8]2[NH:7][C:6]3[C:11]([C:24]#[N:25])=[CH:12][N:13]=[C:14]([NH:15][CH:16]4[CH2:21][CH2:20][CH:19]([OH:22])[CH:18]([F:23])[CH2:17]4)[C:5]=3[C:4]=2[CH:3]=1.OO.C(=O)([O-])[O-:29].[K+].[K+]>CS(C)=O>[F:1][C:2]1[CH:10]=[CH:9][C:8]2[NH:7][C:6]3[C:11]([C:24]([NH2:25])=[O:29])=[CH:12][N:13]=[C:14]([NH:15][CH:16]4[CH2:21][CH2:20][CH:19]([OH:22])[CH:18]([F:23])[CH2:17]4)[C:5]=3[C:4]=2[CH:3]=1 |f:2.3.4|. Procedure: To a stirred solution of 8-fluoro-1-[(3-fluoro-4-hydroxycyclohexyl)amino]-5H-pyrido[4,3-b]indole-4-carbonitrile (72 mg, 0.21 mmol) in DMSO were added hydrogen peroxide (30%, 0.18 mL, 2.10 mmol) and potassium carbonate (157 mg, 1.14 mmol). The reaction mixture was heated to 70° C. for 4 h, cooled to room temperature, filtered, and purified by prep-HPLC to afford the title compound. 1H NMR (500 MHz, CD3OD) δ 8.48 (s, 1H); 7.92 (dd, 1H); 7.57 (dd, 1H); 7.16 (dt, 1H); 4.35-4.52 (m, 2H); 3.71 (m, 1H)... Starting materials: C1(CCCCC1)P(C1=C(C=CC=C1)C1=C(C=C(C=C1C(C)C)C(C)C)C(C)C)C1CCCCC1 (dicyclohexyl(2′,4′,6′-triisopropylbiphenyl-2-yl)phosphine), CC(C)([O-])C.[Na+] (sodium tert-butoxide), O1CCN(CC1)C1=NC=C(C=C1N)N1CCOCC1 (2,5-dimorpholinopyridin-3-amine), ClC1=C(C(=NC2=CC(=CC=C12)F)C1=NC=CC(=C1)C)C (4-chloro-7-fluoro-3-methyl-2-(4-methylpyridin-2-yl)quinoline). Reagents/catalysts: C=1C=CC(=CC1)/C=C/C(=O)/C=C/C2=CC=CC=C2.C=1C=CC(=CC1)/C=C/C(=O)/C=C/C2=CC=CC=C2.C=1C=CC(=CC1)/C=C/C(=O)/C=C/C2=CC=CC=C2.[Pd].[Pd] (Pd2dba3). Solvent: C1(=CC=CC=C1)C (toluene). The product is O1CCN(CC1)C1=NC=C(C=C1NC1=C(C(=NC2=CC(=CC=C12)F)C1=NC=CC(=C1)C)C)N1CCOCC1 (N-(2,5-dimorpholinopyridin-3-yl)-7-fluoro-3-methyl-2-(4-methylpyridin-2-yl)-quinolin-4-amine). RXN SMILES: C1(P(C2CCCCC2)C2C=CC=CC=2C2C(C(C)C)=CC(C(C)C)=CC=2C(C)C)CCCCC1.[O:35]1[CH2:40][CH2:39][N:38]([C:41]2[C:46]([NH2:47])=[CH:45][C:44]([N:48]3[CH2:53][CH2:52][O:51][CH2:50][CH2:49]3)=[CH:43][N:42]=2)[CH2:37][CH2:36]1.Cl[C:55]1[C:64]2[C:59](=[CH:60][C:61]([F:65])=[CH:62][CH:63]=2)[N:58]=[C:57]([C:66]2[CH:71]=[C:70]([CH3:72])[CH:69]=[CH:68][N:67]=2)[C:56]=1[CH3:73].CC(C)([O-])C.[Na+]>C1(C)C=CC=CC=1.C1C=CC(/C=C/C(/C=C/C2C=CC=CC=2)=O)=CC=1.C1C=CC(/C=C/C(/C=C/C2C=CC=CC=2)=O)=CC=1.C1C=CC(/C=C/C(/C=C/C2C=CC=CC=2)=O)=CC=1.[Pd].[Pd]>[O:35]1[CH2:40][CH2:39][N:38]([C:41]2[C:46]([NH:47][C:55]3[C:64]4[C:59](=[CH:60][C:61]([F:65])=[CH:62][CH:63]=4)[N:58]=[C:57]([C:66]4[CH:71]=[C:70]([CH3:72])[CH:69]=[CH:68][N:67]=4)[C:56]=3[CH3:73])=[CH:45][C:44]([N:48]3[CH2:49][CH2:50][O:51][CH2:52][CH2:53]3)=[CH:43][N:42]=2)[CH2:37][CH2:36]1 |f:3.4,6.7.8.9.10|. Procedure details: The Buchwald coupled product was prepared according to Procedure H using dicyclohexyl(2′,4′,6′-triisopropylbiphenyl-2-yl)phosphine (0.020 g, 0.042 mmol), 2,5-dimorpholinopyridin-3-amine (0.083 g, 0.31 mmol), 4-chloro-7-fluoro-3-methyl-2-(4-methylpyridin-2-yl)quinoline (0.075 g, 0.26 mmol), Pd2dba3 (9.58 mg, 10.46 μmol) and sodium tert-butoxide (0.063 g, 0.65 mmol) in toluene (2.6 mL) at 120° C. for 4.6 h. The crude product was purified by column chromatography on basic alumina (0 to 50% hexanes/... Starting materials: ClC1=C(C=C(C=C1)Cl)SCCCCOC=1C=C2C=CC(NC2=CC1)=O (6-[4-(2,5-dichloro-phenyl-mercapto)-butoxy]-carbostyril), OO (hydrogen peroxide). Product: ClC1=C(C=C(C=C1)Cl)S(=O)CCCCOC=1C=C2C=CC(NC2=CC1)=O (6-[4-(2,5-Dichlorophenyl-sulfinyl)-butoxy]-carbostyril). As a reaction SMILES: [Cl:1][C:2]1[CH:7]=[CH:6][C:5]([Cl:8])=[CH:4][C:3]=1[S:9][CH2:10][CH2:11][CH2:12][CH2:13][O:14][C:15]1[CH:16]=[C:17]2[C:22](=[CH:23][CH:24]=1)[NH:21][C:20](=[O:25])[CH:19]=[CH:18]2.[OH:26]O>>[Cl:1][C:2]1[CH:7]=[CH:6][C:5]([Cl:8])=[CH:4][C:3]=1[S:9]([CH2:10][CH2:11][CH2:12][CH2:13][O:14][C:15]1[CH:16]=[C:17]2[C:22](=[CH:23][CH:24]=1)[NH:21][C:20](=[O:25])[CH:19]=[CH:18]2)=[O:26]. Procedure: Prepared analogous to Example 123 from 6-[4-(2,5-dichloro-phenyl-mercapto)-butoxy]-carbostyril and hydrogen peroxide.